This data is from the Open Reaction Database (ORD), a public repository of structured organic reaction records. The task is: describe an organic reaction: reactants, conditions, products, and yield Reactants: FC1=CC=C(C=C1)C(C(CC(C(C)C)=O)C1=CC=CC=C1)=O (1-(4-fluorophenyl)-5-methyl-2-phenyl-1,4-hexanedione), NCCC1CC(CC(O1)=O)OCC1=CC=CC=C1 (6-(2-aminoethyl)-4-(benzyloxy)tetrahydro-2H-pyran-2-one). Yields the product C(C1=CC=CC=C1)OC1CC(OC(C1)CCN1C(=C(C=C1C(C)C)C1=CC=CC=C1)C1=CC=C(C=C1)F)=O (4-(benzyloxy)-6-(2-(2-(4-fluorophenyl)-5-isopropyl-3-phenyl-1H-pyrrol-1-yl)ethyl)tetrahydro-2H-pyran-2-one). RXN SMILES: [F:1][C:2]1[CH:7]=[CH:6][C:5]([C:8](=O)[CH:9]([C:16]2[CH:21]=[CH:20][CH:19]=[CH:18][CH:17]=2)[CH2:10][C:11](=O)[CH:12]([CH3:14])[CH3:13])=[CH:4][CH:3]=1.[NH2:23][CH2:24][CH2:25][CH:26]1[O:31][C:30](=[O:32])[CH2:29][CH:28]([O:33][CH2:34][C:35]2[CH:40]=[CH:39][CH:38]=[CH:37][CH:36]=2)[CH2:27]1>>[CH2:34]([O:33][CH:28]1[CH2:27][CH:26]([CH2:25][CH2:24][N:23]2[C:11]([CH:12]([CH3:14])[CH3:13])=[CH:10][C:9]([C:16]3[CH:21]=[CH:20][CH:19]=[CH:18][CH:17]=3)=[C:8]2[C:5]2[CH:6]=[CH:7][C:2]([F:1])=[CH:3][CH:4]=2)[O:31][C:30](=[O:32])[CH2:29]1)[C:35]1[CH:36]=[CH:37][CH:38]=[CH:39][CH:40]=1. Procedure: According to the same method as in Example 4-1, the title compound was synthesized using 1-(4-fluorophenyl)-5-methyl-2-phenyl-1,4-hexanedione and 6-(2-aminoethyl)-4-(benzyloxy)tetrahydro-2H-pyran-2-one.